Dataset: the Open Reaction Database (ORD), a public repository of structured organic reaction records. Task: describe an organic reaction: reactants, conditions, products, and yield Starting materials: [Cl-], NN, [Na+], O, OCCOCCO, O=C1c2ccccc2-c2ncccc21. Yields the product c1ccc2c(c1)Cc1cccnc1-2. RXN SMILES: [Cl-:19].[NH2:16][NH2:17].[Na+:18].[OH2:15].[OH:20][CH2:21][CH2:22][O:23][CH2:24][CH2:25][OH:26].[cH:1]1[cH:2][cH:3][n:4][c:5]2[c:13]1[C:12](=[O:14])[c:11]1[c:6]-2[cH:7][cH:8][cH:9][cH:10]1>>[cH:1]1[cH:2][cH:3][n:4][c:5]2[c:13]1[CH2:12][c:11]1[c:6]-2[cH:7][cH:8][cH:9][cH:10]1. Reactants: ClC1=CC=C(CBr)C=C1 (4-Chlorobenzyl bromide), CC(C#N)(C)C (Trimethylacetonitrile), C(C)OCC (diethyl ether), [Mg] (magnesium). Solvent: C1(=CC(=CC=C1)C)C (m-xylene). Run at time 1 hour. The product is Cl.ClC1=CC=C(CC(C(C)(C)C)=N)C=C1 (1-(4-chlorobenzyl)-2,2-dimethyl-propylideneamine hydrochloride). As a reaction SMILES: [Cl:1][C:2]1[CH:9]=[CH:8][C:5]([CH2:6]Br)=[CH:4][CH:3]=1.C(OCC)C.[Mg].[CH3:16][C:17]([CH3:21])([CH3:20])[C:18]#[N:19]>C1(C)C=CC=C(C)C=1>[ClH:1].[Cl:1][C:2]1[CH:9]=[CH:8][C:5]([CH2:6][C:18](=[NH:19])[C:17]([CH3:21])([CH3:20])[CH3:16])=[CH:4][CH:3]=1 |f:5.6|. Procedure details: 4-Chlorobenzyl bromide (0.1 mol) and dry diethyl ether (200 mL) are placed in a flame-dried, 2-necked round bottomed flask at RT. The solution is stirred under an inert atmosphere while magnesium turnings (0.1 mol) are added portionwise. Trimethylacetonitrile (0.1 mol) is then added, followed by dry m-xylene (100 mL). The reaction is stirred at RT for 1 h and then the diethyl ether is distilled off (oil bath temp. 130° C.). A further portion of trimethylacetonitrile (5 mL) is added and the resul... Reactants: COC1=CC=2C(C[C@H]3[C@@H]4CC[C@@H]([C@@]4(C)C[C@@H]([C@@H]3C2C=C1)OC(C)=O)OC(C)=O)=O (3-Methoxy-11β,17β-diacetoxy-estra-1,3,5(10)-triene-6-one), solution, [OH-].[K+] (potassium hydroxide). Run in CO.O (methanol water). Reaction conditions: time 15 minute. Yields the product COC1=CC=2C(C[C@H]3[C@@H]4CC[C@@H]([C@@]4(C)C[C@@H]([C@@H]3C2C=C1)O)O)=O (3-Methoxy-11β,17β-dihydroxy-estra-1,3,5(10)-triene-6-one). The yield is 94.8%. As a reaction SMILES: [CH3:1][O:2][C:3]1[CH:20]=[CH:19][C:18]2[C@@H:17]3[C@H:8]([C@H:9]4[C@@:13]([CH2:15][C@@H:16]3[O:21]C(=O)C)([CH3:14])[C@@H:12]([O:25]C(=O)C)[CH2:11][CH2:10]4)[CH2:7][C:6](=[O:29])[C:5]=2[CH:4]=1.[OH-].[K+]>CO.O>[CH3:1][O:2][C:3]1[CH:20]=[CH:19][C:18]2[C@@H:17]3[C@H:8]([C@H:9]4[C@@:13]([CH2:15][C@@H:16]3[OH:21])([CH3:14])[C@@H:12]([OH:25])[CH2:11][CH2:10]4)[CH2:7][C:6](=[O:29])[C:5]=2[CH:4]=1 |f:1.2,3.4|. Procedure details: The keto-diester (23) (21 mg, 0.05 mmole) was added to a degassed 10% solution of potassium hydroxide in methanol-water (19:1) (4 ml), and the solution was boiled for 15 min under nitrogen. The solvent was removed by evaporation under reduced pressure, and the residue was dissolved in ether. The extract was washed in succession with dilute hydrochloric acid and water, dried, and evaporated to give a residue which was chromatographed on silica (1 g) eluted with ether to give the product (6A) (15 ... Starting materials: [H-].[Na+] (Sodium hydride), BrC=1C(=NN(C1)C1CCN(CC1)C(=O)OC(C)(C)C)CO (tert-butyl 4-[4-bromo-3-(hydroxymethyl)pyrazol-1-yl]piperidine-1-carboxylate), S(=O)(=O)(OC)OC (Dimethyl sulfate). Run in CN(C)C=O (DMF). Reaction conditions: time 10 minute. Yields the product BrC=1C(=NN(C1)C1CCN(CC1)C(=O)OC(C)(C)C)COC (tert-butyl 4-[4-bromo-3-(methoxymethyl)pyrazol-1-yl]piperidine-1-carboxylate). RXN SMILES: [H-].[Na+].[Br:3][C:4]1[C:5]([CH2:22][OH:23])=[N:6][N:7]([CH:9]2[CH2:14][CH2:13][N:12]([C:15]([O:17][C:18]([CH3:21])([CH3:20])[CH3:19])=[O:16])[CH2:11][CH2:10]2)[CH:8]=1.S(OC)(O[CH3:28])(=O)=O>CN(C=O)C>[Br:3][C:4]1[C:5]([CH2:22][O:23][CH3:28])=[N:6][N:7]([CH:9]2[CH2:14][CH2:13][N:12]([C:15]([O:17][C:18]([CH3:20])([CH3:19])[CH3:21])=[O:16])[CH2:11][CH2:10]2)[CH:8]=1 |f:0.1|. Reported procedure: Sodium hydride (57.7 mg, 60% in oil) was added to tert-butyl 4-[4-bromo-3-(hydroxymethyl)pyrazol-1-yl]piperidine-1-carboxylate (200 mg) dissolved in degassed DMF (2 mL) under nitrogen. The resulting solution was stirred at room temperature for 10 minutes. Dimethyl sulfate (0.068 ml) was added and the resulting solution was stirred at 25° C. for 1 hour. The reaction mixture was quenched with water and diluted with ethyl acetate. The aqueous phase was extracted with ethyl acetate. The combined org... Reactants: C([O-])(O)=O.[Na+] (sodium bicarbonate), C(C)(=O)OC1=CC=C(C=C1)C=1N=C(C(=NC1)N)CC1=CC=CC=C1 (5-(4-Acetoxyphenyl)-2-amino-3-benzylpyrazine), C(C1=CC=CC=C1)S(=O)(=O)Cl (benzylsulfonyl chloride), C(C1=CC=CC=C1)S(=O)(=O)Cl (benzylsulfonyl chloride). The solvent is N1=CC=CC=C1 (pyridine). Run at temperature 0 celsius, time 30 minute. Yields the product C(C)(=O)OC1=CC=C(C=C1)C=1N=C(C(=NC1)NS(=O)(=O)CC1=CC=CC=C1)CC1=CC=CC=C1 (5-(4-acetoxyphenyl)-3-benzyl-2-(benzylsulfonylamino)pyrazine). The yield is 27.6%. As a reaction SMILES: [C:1]([O:4][C:5]1[CH:10]=[CH:9][C:8]([C:11]2[N:12]=[C:13]([CH2:18][C:19]3[CH:24]=[CH:23][CH:22]=[CH:21][CH:20]=3)[C:14]([NH2:17])=[N:15][CH:16]=2)=[CH:7][CH:6]=1)(=[O:3])[CH3:2].[CH2:25]([S:32](Cl)(=[O:34])=[O:33])[C:26]1[CH:31]=[CH:30][CH:29]=[CH:28][CH:27]=1.C(=O)(O)[O-].[Na+]>N1C=CC=CC=1>[C:1]([O:4][C:5]1[CH:6]=[CH:7][C:8]([C:11]2[N:12]=[C:13]([CH2:18][C:19]3[CH:24]=[CH:23][CH:22]=[CH:21][CH:20]=3)[C:14]([NH:17][S:32]([CH2:25][C:26]3[CH:31]=[CH:30][CH:29]=[CH:28][CH:27]=3)(=[O:34])=[O:33])=[N:15][CH:16]=2)=[CH:9][CH:10]=1)(=[O:3])[CH3:2] |f:2.3|. Reported procedure: Under an argon atmosphere, 5-(4-acetoxyphenyl)-2-amino-3-benzylpyrazine (c-19) (303 mg, 949 μmol) was dissolved in pyridine (3 mL) and cooled to 0° C. To this was added benzylsulfonyl chloride (362 mg, 1.90 mmol) and the mixture was stirred for 30 min at the same temperature. To this was further added benzylsulfonyl chloride (89.7 mg, 470 μmol) and the mixture was stirred for 30 min at the same temperature. To this was added saturated aqueous solution of sodium bicarbonate to stop the reaction a...